Dataset: the Open Reaction Database (ORD), a public repository of structured organic reaction records. Task: describe an organic reaction: reactants, conditions, products, and yield Starting materials: CCO, Cl, Cn1nnc(-c2cc(F)ccc2C#N)n1. Yields the product Cl, Cn1nnc(-c2cc(F)ccc2CN)n1. RXN SMILES: [CH3:17][CH2:18][OH:19].[ClH:16].[F:1][c:2]1[cH:3][c:4](-[c:10]2[n:11][n:12][n:13]([CH3:15])[n:14]2)[c:5]([C:6]#[N:7])[cH:8][cH:9]1>>[ClH:16].[F:1][c:2]1[cH:3][c:4](-[c:10]2[n:11][n:12][n:13]([CH3:15])[n:14]2)[c:5]([CH2:6][NH2:7])[cH:8][cH:9]1. Reaction SMILES: [CH2:5]([CH2:6][CH2:7][CH2:8][CH2:9][CH2:10][CH2:11][CH3:12])[O:13][c:14]1[cH:15][c:16]([C:26](=[O:27])[OH:28])[c:17](-[c:20]2[cH:21][cH:22][cH:23][cH:24][cH:25]2)[cH:18][cH:19]1.[S:1]([Cl:2])([Cl:3])=[O:4]>>[CH2:5]([CH2:6][CH2:7][CH2:8][CH2:9][CH2:10][CH2:11][CH3:12])[O:13][c:14]1[cH:15][c:16]([C:26](=[O:27])[OH:28])[c:17](-[c:20]2[cH:21][cH:22][cH:23][cH:24][cH:25]2)[cH:18][cH:19]1.[Cl-:3]. Yields the product CCCCCCCCOc1ccc(-c2ccccc2)c(C(=O)O)c1, [Cl-]. Reactants: CCCCCCCCOc1ccc(-c2ccccc2)c(C(=O)O)c1, O=S(Cl)Cl. Starting materials: COC1=CC=C(C=C1)CC/C=C/CCC(=O)O (E-7-(4-methoxyphenyl)hept-4-enoic acid), COC (methyl ether), B(Br)(Br)Br (boron tribromide), B(Br)(Br)Br (Boron tribromide), COC1=CC=C(C=C1)CC/C=C/CCC(=O)O (E-7-(4-methoxyphenyl)hept-4-enoic acid). Solvent: C(Cl)Cl (methylene chloride). Run at time 4 hour. Product: OC1=CC=C(C=C1)CC/C=C/CCC(=O)O (E-7-(4-hydroxyphenyl)hept-4-enoic acid). Reaction SMILES: C[O:2][C:3]1[CH:8]=[CH:7][C:6]([CH2:9][CH2:10]/[CH:11]=[CH:12]/[CH2:13][CH2:14][C:15]([OH:17])=[O:16])=[CH:5][CH:4]=1.COC.B(Br)(Br)Br>C(Cl)Cl>[OH:2][C:3]1[CH:4]=[CH:5][C:6]([CH2:9][CH2:10]/[CH:11]=[CH:12]/[CH2:13][CH2:14][C:15]([OH:17])=[O:16])=[CH:7][CH:8]=1. Reported procedure: E-7-(4-hydroxyphenyl)hept-4-enoic acid was prepared from E-7-(4-methoxyphenyl)hept-4-enoic acid by removal of the methyl ether with boron tribromide. Boron tribromide was added to a solution of E-7-(4-methoxyphenyl)hept-4-enoic acid in methylene chloride at −78° C. and stirred for four hours. The product, E-7-(4-hydroxyphenyl)hept-4-enoic acid, was obtained by aqueous work-up of the reaction mixture followed by chromatography on silica gel, and was fully characterized by spectroscopic methods (i... Starting materials: CC=1C=C2C(=C3C=CC(NC13)=O)OC(C2)C=C (5-Methyl-2,3,6,7-tetrahydro-2-vinylfuro[2,3-f]quinoline-7-one), C12CCCC(CCC1)B2 (9-Borabicyclo[3.3.1]nonan), [OH-].[Na+] (NaOH), OO (hydrogen peroxide). Solvent: O1CCCC1 (tetrahydrofuran). Conditions: time 5.5 hour. Product: OCCC1CC=2C(=C3C=CC(NC3=C(C2)C)=O)O1 (2-(2-hydroxyethyl)-5-methyl-2,3,6,7-tetrahydrofuro[2,3-f]quinoline-7-one). Isolated yield 72.6%. RXN SMILES: [CH3:1][C:2]1[CH:3]=[C:4]2[CH2:15][CH:14]([CH:16]=[CH2:17])[O:13][C:5]2=[C:6]2[C:11]=1[NH:10][C:9](=[O:12])[CH:8]=[CH:7]2.C12BC(CCC1)CCC2.[OH-:27].[Na+].OO>O1CCCC1>[OH:27][CH2:17][CH2:16][CH:14]1[O:13][C:5]2=[C:6]3[C:11](=[C:2]([CH3:1])[CH:3]=[C:4]2[CH2:15]1)[NH:10][C:9](=[O:12])[CH:8]=[CH:7]3 |f:2.3|. Procedure: 5-Methyl-2,3,6,7-tetrahydro-2-vinylfuro[2,3-f]quinoline-7-one (2.17 g) was suspended in tetrahydrofuran (40 ml). 9-Borabicyclo[3.3.1]nonan (0.5 mol, tetrahydrofuran solution, 80 ml) was added thereto while cooling on ice, and the mixture was stirred for 5.5 hours. Subsequently, aqueous 3N-NaOH solution (20 ml) and aqueous 35% hydrogen peroxide (20 ml) were added to the mixture in this order, and the temperature was raised to room temperature. After stirring for 30 minutes, extraction was perform... Starting materials: CO.C(Cl)(Cl)Cl (CH3OH CHCl3), COC1=CC=C(C=C1)C1=C(C2=C(S1)C=C(C=C2)OC)N(C(C)=O)C2=CC=C(C=C2)O (2-(4-methoxyphenyl)-3-[N-(4-hydroxyphenyl)acetamido]-6-methoxy-benzo[b]thiophene), C(=O)([O-])[O-].[Cs+].[Cs+] (Cs2CO3), Cl.ClCCN1CCCCC1 (2-chlorethylpiperidine hydrochloride). The solvent is CN(C)C=O (DMF), O (H2O). Reaction conditions: time 5 hour. Product: COC1=CC=C(C=C1)C1=C(C2=C(S1)C=C(C=C2)OC)N(C(C)=O)C2=CC=C(C=C2)OCCN2CCCCC2 (4-methoxyphenyl-3-[N-[4-[2-(1-piperidinyl)ethoxy]phenyl]acetamido]-6-methoxybenzo[b]thiophene). As a reaction SMILES: [CH3:1][O:2][C:3]1[CH:8]=[CH:7][C:6]([C:9]2[S:13][C:12]3[CH:14]=[C:15]([O:18][CH3:19])[CH:16]=[CH:17][C:11]=3[C:10]=2[N:20]([C:24]2[CH:29]=[CH:28][C:27]([OH:30])=[CH:26][CH:25]=2)[C:21](=[O:23])[CH3:22])=[CH:5][CH:4]=1.C([O-])([O-])=O.[Cs+].[Cs+].Cl.Cl[CH2:39][CH2:40][N:41]1[CH2:46][CH2:45][CH2:44][CH2:43][CH2:42]1.CO.C(Cl)(Cl)Cl>CN(C=O)C.O>[CH3:1][O:2][C:3]1[CH:8]=[CH:7][C:6]([C:9]2[S:13][C:12]3[CH:14]=[C:15]([O:18][CH3:19])[CH:16]=[CH:17][C:11]=3[C:10]=2[N:20]([C:24]2[CH:25]=[CH:26][C:27]([O:30][CH2:39][CH2:40][N:41]3[CH2:46][CH2:45][CH2:44][CH2:43][CH2:42]3)=[CH:28][CH:29]=2)[C:21](=[O:23])[CH3:22])=[CH:5][CH:4]=1 |f:1.2.3,4.5,6.7|. Procedure details: To a solution of 2-(4-methoxyphenyl)-3-[N-(4-hydroxyphenyl)acetamido]-6-methoxy-benzo[b]thiophene (1.31 g, 3.13 mmol) and Cs2CO3 (4.10 g, 12.50 mmol) in 15 mL of anhydrous DMF was added 2-chlorethylpiperidine hydrochloride (1.15 g, 6.26 mmol). The resulting mixture was stirred vigorously at room temperature for 5 h. The reaction mixture was diluted with 200 mL of H2O, and then extracted several times with EtOAc. The combined organic was then washed with H2O several times and then dried (Na2SO4),... Starting materials: C1(=CC=CC=C1)C(N1C(C2(C3=CC=CC=C13)COC1=CC3=C(OCCO3)C=C12)=O)C1=CC=CC=C1 (1′-(diphenylmethyl)-2,3-dihydrospiro[furo[2,3-g][1,4]benzodioxine-8,3′-indol]-2′(1′H)-one), C1(=CC=CC=C1)C(N1C(C2(C3=CC=CC=C13)COC1=C2C=C(C(=C1)OC)C)=O)C1=CC=CC=C1 (1′-(diphenylmethyl)-6-methoxy-5-methylspiro[1-benzofuran-3,3′-indol]-2′(1′H)-one). The product is N1C(C2(C3=CC=CC=C13)COC1=CC3=C(OCCO3)C=C12)=O (2,3-dihydrospiro[furo[2,3-g][1,4]benzodioxine-8,3′-indol]-2′(1′H)-one). As a reaction SMILES: C1(C(C2C=CC=CC=2)[N:8]2[C:16]3[C:11](=[CH:12][CH:13]=[CH:14][CH:15]=3)[C:10]3([C:28]4[C:19](=[CH:20][C:21]5[O:26][CH2:25][CH2:24][O:23][C:22]=5[CH:27]=4)[O:18][CH2:17]3)[C:9]2=[O:29])C=CC=CC=1.C1(C(C2C=CC=CC=2)N2C3C(=CC=CC=3)C3(C4C=C(C)C(OC)=CC=4OC3)C2=O)C=CC=CC=1>>[NH:8]1[C:16]2[C:11](=[CH:12][CH:13]=[CH:14][CH:15]=2)[C:10]2([C:28]3[C:19](=[CH:20][C:21]4[O:26][CH2:25][CH2:24][O:23][C:22]=4[CH:27]=3)[O:18][CH2:17]2)[C:9]1=[O:29]. Reported procedure: Following the procedure as described in EXAMPLE 3 and making non-critical variations using 1′-(diphenylmethyl)-2,3-dihydrospiro[furo[2,3-g][1,4]benzodioxine-8,3′-indol]-2′(1′H)-one to replace 1′-(diphenylmethyl)-6-methoxy-5-methylspiro[1-benzofuran-3,3′-indol]-2′(1′H)-one, 2,3-dihydrospiro[furo[2,3-g][1,4]benzodioxine-8,3′-indol]-2′(1′H)-one was obtained (89%) as a colorless solid: mp>250° C. (diethyl ether); 1H NMR (300 MHz, DMSO-d6) δ10.57 (s, 1H), 7.24 (ddd, J=7.7, 7.7, 1.0 Hz, 1H), 7.09 (d, ... The product is CC1=C(C(=CC(=C1N)SC)SC)N (Ethacure 300). As a reaction SMILES: CC1C(=CC(=CC=1)N=C=O)[N:4]=C=O.[CH3:14][S:15][C:16]1[CH:21]=[C:20]([CH3:22])[C:19]([NH2:23])=[C:18]([S:24][CH3:25])[C:17]=1N>>[CH3:22][C:20]1[C:21]([NH2:4])=[C:16]([S:15][CH3:14])[CH:17]=[C:18]([S:24][CH3:25])[C:19]=1[NH2:23]. Starting materials: polytetramethylene glycol polypropylene glycol, CSC1=C(C(=C(C(=C1)C)N)SC)N (di(methylthio)-2,4-toluenediamine), aromatic diamine, CC=1C(N=C=O)=CC(N=C=O)=CC1 (toluene diisocyanate), bis[oxydiethylenebis(polycaprolactone)yl]-5-methyltriphenylphosphoniumsulfo-1,3-benzenedicarboxylate. Reported procedure: To a glass kettle there were added 80.76 g of a polytetramethylene glycol/polypropylene glycol based resin end-capped with an excess of toluene diisocyanate, obtained from Dow Chemical Company, 18.0 g of bis[oxydiethylenebis(polycaprolactone)yl]-5-methyltriphenylphosphoniumsulfo-1,3-benzenedicarboxylate, three drops of a polydimethylsiloxane anti-foam agent obtained from Union Carbide Company as SAG 47™, and 21.5 g of di(methylthio)-2,4-toluenediamine, an aromatic diamine sold by and obtained fr... Reagents/catalysts: C[Si](O[*:2])(C)[*:1] (polydimethylsiloxane).